describe an organic reaction: reactants, conditions, products, and yield From a dataset of the Open Reaction Database (ORD), a public repository of structured organic reaction records. Reactants: C(C)(=O)OC=1C=C(C=CC1OC)/C=C/C(=O)O ((E)-3-(3-Acetoxy-4-methoxyphenyl)acrylic acid), O=S(Cl)Cl (SOCl2), TEA, CN1C=NC=C1CN1C=CC2=CC=CC(=C12)N (1-(3-methyl-3H-imidazol-4-ylmethyl)-1H-indol-7-ylamine). The solvent is C1CCOC1 (THF). Run at time 1 hour. Yields the product OC=1C=C(C=CC1OC)/C=C/C(=O)NC=1C=CC=C2C=CN(C12)CC=1N(C=NC1)C ((E)-3-(3-hydroxy-4-methoxy-phenyl)-N-[1-(3-methyl-3H-imidazol-4-ylmethyl)-1H-indol-7-yl]-acrylamide). The yield is 33.1%. Reaction SMILES: C([O:4][C:5]1[CH:6]=[C:7](/[CH:13]=[CH:14]/[C:15]([OH:17])=O)[CH:8]=[CH:9][C:10]=1[O:11][CH3:12])(=O)C.O=S(Cl)Cl.[CH3:22][N:23]1[C:27]([CH2:28][N:29]2[C:37]3[C:32](=[CH:33][CH:34]=[CH:35][C:36]=3[NH2:38])[CH:31]=[CH:30]2)=[CH:26][N:25]=[CH:24]1>C1COCC1>[OH:4][C:5]1[CH:6]=[C:7](/[CH:13]=[CH:14]/[C:15]([NH:38][C:36]2[CH:35]=[CH:34][CH:33]=[C:32]3[C:37]=2[N:29]([CH2:28][C:27]2[N:23]([CH3:22])[CH:24]=[N:25][CH:26]=2)[CH:30]=[CH:31]3)=[O:17])[CH:8]=[CH:9][C:10]=1[O:11][CH3:12]. Procedure: (E)-3-(3-Acetoxy-4-methoxyphenyl)acrylic acid (0.099 g, 0.420 mmol) was suspended in dry THF (8 ml). SOCl2 (0.037 ml, 0.504 mmol) was added and the mixture was stirred at RT for 1 h. The solvent was evaporated to dryness and the residue was dissolved in dry THF (8.00 ml). TEA (0.059 ml, 0.420 mmol) and 1-(3-methyl-3H-imidazol-4-ylmethyl)-1H-indol-7-ylamine (0.095 g, 0.420 mmol) were added. The mixture was stirred at RT for 18 hrs, heated at reflux for 5 hrs and then at RT for 48 hrs. The solvent...